This data is from the Open Reaction Database (ORD), a public repository of structured organic reaction records. The task is: describe an organic reaction: reactants, conditions, products, and yield Reactants: C(C)C=1C=C(C=CC1OCC1=NC2=CC=CC=C2C=C1)CC(=O)OC (Methyl 2-[3-ethyl-4-(quinolin-2-yl-methoxy)phenyl]acetate), [OH-].[Na+] (sodium hydroxide). Product: C(C)C=1C=C(C=CC1OCC1=NC2=CC=CC=C2C=C1)CC(=O)O (2-[3-Ethyl-4-(quinolin-2-yl-methoxy)phenyl]acetic acid). RXN SMILES: [CH2:1]([C:3]1[CH:4]=[C:5]([CH2:21][C:22]([O:24]C)=[O:23])[CH:6]=[CH:7][C:8]=1[O:9][CH2:10][C:11]1[CH:20]=[CH:19][C:18]2[C:13](=[CH:14][CH:15]=[CH:16][CH:17]=2)[N:12]=1)[CH3:2].[OH-].[Na+]>>[CH2:1]([C:3]1[CH:4]=[C:5]([CH2:21][C:22]([OH:24])=[O:23])[CH:6]=[CH:7][C:8]=1[O:9][CH2:10][C:11]1[CH:20]=[CH:19][C:18]2[C:13](=[CH:14][CH:15]=[CH:16][CH:17]=2)[N:12]=1)[CH3:2] |f:1.2|. Reported procedure: The title compound is prepared from 1.5 g (4.48 mmol) of the compound from Example XXXIV and 10 ml (10 mmol) of 1N sodium hydroxide solution analogously to the procedure of Example V. Reactants: IC1=CC2=C(C=C1)C1=C(CN(CC1(C)C)C(=O)OC(C)(C)C)O2 (tert-butyl 7-iodo-4,4-dimethyl-3,4-dihydro[1]benzofuro[2,3-c]pyridine-2(1H)-carboxylate), IC1=CC2=C(C(=CO2)C(CN)(C)C)C=C1.IC1=CC2=C(C(=CO2)C(C#N)C)C=C1 (2-(6-Iodo-benzofuran-3-yl)-propionitrile 2-(6-Iodo-benzofuran-3-yl)-2-methyl-propylamine). Yields the product C(C)(C)(C)OC(=O)N1CC2=C(C(C1)C)C1=C(O2)C=C(C=C1)I (7-Iodo-4-methyl-3,4-dihydro-1H-benzo[4,5]furo[2,3-c]pyridine-2-carboxylic acid tert-butyl ester). As a reaction SMILES: [I:1][C:2]1[CH:7]=[CH:6][C:5]2[C:8]3[C:13](C)([CH3:14])[CH2:12][N:11]([C:16]([O:18][C:19]([CH3:22])([CH3:21])[CH3:20])=[O:17])[CH2:10][C:9]=3[O:23][C:4]=2[CH:3]=1.IC1C=CC2C(C(C)(C)CN)=COC=2C=1.IC1C=CC2C(C(C)C#N)=COC=2C=1>>[C:19]([O:18][C:16]([N:11]1[CH2:12][CH:13]([CH3:14])[C:8]2[C:5]3[CH:6]=[CH:7][C:2]([I:1])=[CH:3][C:4]=3[O:23][C:9]=2[CH2:10]1)=[O:17])([CH3:20])([CH3:21])[CH3:22] |f:1.2|. Procedure: Synthesized as described for tert-butyl 7-iodo-4,4-dimethyl-3,4-dihydro[1]benzofuro[2,3-c]pyridine-2(1H)-carboxylate using 2-(6-Iodo-benzofuran-3-yl)-propionitrile 2-(6-Iodo-benzofuran-3-yl)-2-methyl-propylamine. The reactants are FC1=C(C(=O)N)C=CC=C1OCCCCCC (2-fluoro-3-Hexoxy-benzamide), [OH-].[Na+] (NaOH). The reagents and catalysts are S(=O)(=O)([O-])[O-].[Cu+2] (copper sulfate). Conditions: temperature 100 celsius, time 14 hour. The product is OC1=C(C(=O)N)C=CC=C1OCCCCCC (2-Hydroxy-3-Hexoxy-benzamide). Reaction SMILES: F[C:2]1[C:10]([O:11][CH2:12][CH2:13][CH2:14][CH2:15][CH2:16][CH3:17])=[CH:9][CH:8]=[CH:7][C:3]=1[C:4]([NH2:6])=[O:5].[OH-:18].[Na+]>S([O-])([O-])(=O)=O.[Cu+2]>[OH:18][C:2]1[C:10]([O:11][CH2:12][CH2:13][CH2:14][CH2:15][CH2:16][CH3:17])=[CH:9][CH:8]=[CH:7][C:3]=1[C:4]([NH2:6])=[O:5] |f:1.2,3.4|. Procedure details: A mixture of 2-fluoro-3-Hexoxy-benzamide (0.30 g, 1.2 mmol), copper sulfate (0.10 g, 0.4 mol) copper (0.015 g, 0.2 mmol) and NaOH (2.5 ml) was stirred at 100° C. for 14 hrs. After completion of reaction the reaction mixture was acidified and extracted with EtOAc. The obtained crude compound was purified by column chromatography on silica (230-400μ) using ethyl acetate/hexane (50:50) as the eluent to provide the title compound as yellow (0.15 g, 50%). 1H NMR (DMSO-d6, 400 MHz with D2O): δ 3.9 (s,... Reactants: Cl (HCl), [OH-].[Na+] (NaOH), N1(N=NC2=C1C=CC=C2)C2=C(N=NS2)C2=CC=CC1=CC=CC=C21 (5-(1H-benzo[d][1,2,3]triazol-1-yl)-4-(naphthalen-1-yl)-1,2,3-thiadiazole), CC(C(=O)[O-])S (methylthioglycolate), CN(C)C=O (DMF). Conditions: time 2 hour. Yields the product C1(=CC=CC2=CC=CC=C12)C=1N=NSC1SCC(=O)OC (methyl 2-(4-(naphthalen-1-yl)-1,2,3-thiadiazol-5-ylthio)acetate). RXN SMILES: [OH-].[Na+].N1([C:12]2[S:16][N:15]=[N:14][C:13]=2[C:17]2[C:26]3[C:21](=[CH:22][CH:23]=[CH:24][CH:25]=3)[CH:20]=[CH:19][CH:18]=2)C2C=CC=CC=2N=N1.C[CH:28]([SH:32])[C:29]([O-:31])=[O:30].Cl.[CH3:34]N(C=O)C>>[C:17]1([C:13]2[N:14]=[N:15][S:16][C:12]=2[S:32][CH2:28][C:29]([O:31][CH3:34])=[O:30])[C:26]2[C:21](=[CH:22][CH:23]=[CH:24][CH:25]=2)[CH:20]=[CH:19][CH:18]=1 |f:0.1|. Reported procedure: NaOH (60% oil, 30 mg, 0.61 mmol) was added to a solution of 5-(1H-benzo[d][1,2,3]triazol-1-yl)-4-(naphthalen-1-yl)-1,2,3-thiadiazole and methylthioglycolate (64 mg, 0.61 mmol) in DMF (3 mL) and the mixture was stirred at room temperature for 2 h. 1N HCl was then added and the mixture was extracted with ethyl acetate, dried over Na2SO4 and concentrated. Purification by TLC (100% DCM) afforded methyl 2-(4-(naphthalen-1-yl)-1,2,3-thiadiazol-5-ylthio)acetate. Reactants: C[Si](C)(C)Cl (trimethylsilyl chloride), C(C)(C)(C)OC(CBr)=O (Bromoacetic acid tert-butyl ester), COC1=NC=CC(=C1OC)C(CC)=O (1-(2,3-dimethoxy-pyridin-4-yl)-propan-1-one). Reagents/catalysts: [Zn] (zinc). Run in O1CCCC1 (tetrahydrofuran), C(C)OCC (diethyl ether). Reaction conditions: time 15 minute. The product is C(C)(C)(C)OC(CC(CC)(O)C1=C(C(=NC=C1)OC)OC)=O (3-(2,3-dimethoxy-pyridin-4-yl)-3-hydroxy-pentanoic acid tert-butyl ester). The yield is 72.6%. As a reaction SMILES: C[Si](Cl)(C)C.[C:6]([O:10][C:11](=[O:14])[CH2:12]Br)([CH3:9])([CH3:8])[CH3:7].[CH3:15][O:16][C:17]1[C:22]([O:23][CH3:24])=[C:21]([C:25](=[O:28])[CH2:26][CH3:27])[CH:20]=[CH:19][N:18]=1>C(OCC)C.O1CCCC1.[Zn]>[C:6]([O:10][C:11](=[O:14])[CH2:12][C:25]([C:21]1[CH:20]=[CH:19][N:18]=[C:17]([O:16][CH3:15])[C:22]=1[O:23][CH3:24])([OH:28])[CH2:26][CH3:27])([CH3:9])([CH3:8])[CH3:7]. Reported procedure: To a mixture of zinc (23.1 g; 353.9 mmol) in anhydrous diethyl ether (400 mL) was added trimethylsilyl chloride (0.5 mL). The mixture was stirred for 15 minutes at room temperature and refluxed. Bromoacetic acid tert-butyl ester (56.5 g, 290.0 mmol) was added dropwise and the reaction continued refluxing for an additional 1 hour. The mixture was then cooled to room temperature and cannulated to a solution of 1-(2,3-dimethoxy-pyridin-4-yl)-propan-1-one (13.8 g; 70.8 mmol) in anhydrous tetrahydrof...